Dataset: the Open Reaction Database (ORD), a public repository of structured organic reaction records. Task: describe an organic reaction: reactants, conditions, products, and yield Starting materials: Cc1cc(NS(C)(=O)=O)ncc1Br, O=C([O-])[O-], CI, [K+], [K+], CN(C)C=O. Product: Cc1cc(N(C)S(C)(=O)=O)ncc1Br. Reaction SMILES: [Br:1][c:2]1[c:3]([CH3:13])[cH:4][c:5]([NH:8][S:9](=[O:10])(=[O:11])[CH3:12])[n:6][cH:7]1.[C:14](=[O:15])([O-:16])[O-:17].[CH3:20][I:21].[K+:18].[K+:19].[O:22]=[CH:23][N:24]([CH3:25])[CH3:26]>>[Br:1][c:2]1[c:3]([CH3:13])[cH:4][c:5]([N:8]([S:9](=[O:10])(=[O:11])[CH3:12])[CH3:14])[n:6][cH:7]1. Reactants: ClC=1C(=C(C=C2C(C(=CN(C12)C1CC1)C(=O)O)=O)F)F (8-chloro-1-cyclopropyl-6,7-difluoro-1,4-dihydro-4-oxo-3-quinolinecarboxylicacid), CN1C2CNCC2CC1 (2-methyl-2,7-diazabicyclo[3.3.0]octane). Yields the product ClC=1C(=C(C=C2C(C(=CN(C12)C1CC1)C(=O)O)=O)F)N1CC2CCN(C2C1)C (8-chloro-1-cyclopropyl-6-fluoro-1,4-dihydro-7-(2-methyl-2,7-diazabicyclo[3.3.0]oct-7-yl)-4-oxo-3-quinolinecarboxylic acid). As a reaction SMILES: [Cl:1][C:2]1[C:3](F)=[C:4]([F:19])[CH:5]=[C:6]2[C:11]=1[N:10]([CH:12]1[CH2:14][CH2:13]1)[CH:9]=[C:8]([C:15]([OH:17])=[O:16])[C:7]2=[O:18].[CH3:21][N:22]1[CH2:29][CH2:28][CH:27]2[CH:23]1[CH2:24][NH:25][CH2:26]2>>[Cl:1][C:2]1[C:3]([N:25]2[CH2:24][CH:23]3[CH:27]([CH2:28][CH2:29][N:22]3[CH3:21])[CH2:26]2)=[C:4]([F:19])[CH:5]=[C:6]2[C:11]=1[N:10]([CH:12]1[CH2:14][CH2:13]1)[CH:9]=[C:8]([C:15]([OH:17])=[O:16])[C:7]2=[O:18]. Procedure details: Thus, for example, 8-chloro-1-cyclopropyl-6,7-difluoro-1,4-dihydro-4-oxo-3-quinolinecarboxylicacid can be reacted with 2-methyl-2,7-diazabicyclo[3.3.0]octane to give 8-chloro-1-cyclopropyl-6-fluoro-1,4-dihydro-7-(2-methyl-2,7-diazabicyclo[3.3.0]oct-7-yl)-4-oxo-3-quinolinecarboxylic acid, which has a high antibacterial activity. Starting materials: CC1(C)Cc2cc(C(=O)O)ccc2NC1c1ccc(N2CCOCC2)cc1, CS(N)(=O)=O, CN(C)c1ccncc1, ClCCl. Yields the product CC1(C)Cc2cc(C(=O)NS(C)(=O)=O)ccc2NC1c1ccc(N2CCOCC2)cc1. Reaction SMILES: [CH3:1][C:2]1([CH3:27])[CH:3]([c:15]2[cH:16][cH:17][c:18]([N:21]3[CH2:22][CH2:23][O:24][CH2:25][CH2:26]3)[cH:19][cH:20]2)[NH:4][c:5]2[cH:6][cH:7][c:8]([C:12](=[O:13])[OH:14])[cH:9][c:10]2[CH2:11]1.[CH3:28][S:29](=[O:30])(=[O:31])[NH2:32].[CH3:33][N:34]([CH3:35])[c:36]1[cH:37][cH:38][n:39][cH:40][cH:41]1.[Cl:42][CH2:43][Cl:44]>>[CH3:1][C:2]1([CH3:27])[CH:3]([c:15]2[cH:16][cH:17][c:18]([N:21]3[CH2:22][CH2:23][O:24][CH2:25][CH2:26]3)[cH:19][cH:20]2)[NH:4][c:5]2[cH:6][cH:7][c:8]([C:12](=[O:13])[NH:32][S:29]([CH3:28])(=[O:30])=[O:31])[cH:9][c:10]2[CH2:11]1. Starting materials: CC(C#N)(C)C1=NC=C(C=C1)B1OC(C(O1)(C)C)(C)C (2-methyl-2-[5-(4,4,5,5-tetramethyl-1,3,2-dioxaborolan-2-yl)pyridin-2-yl]propanenitrile), C(#N)C(C)(C)C1=CC=C(C=N1)B(O)O ([6-(1-cyano-1-methylethyl)pyridin-3-yl]boronic acid), FC(C(=O)O)(F)F (trifluoroacetic acid), BrC1=CC(=C(S1)[N+](=O)[O-])C(=O)N (5-bromo-2-nitrothiophene-3-carboxamide), BrC1=CC(=C(S1)[N+](=O)[O-])C(=O)N (5-bromo-2-nitrothiophene-3-carboxamide). The reagents and catalysts are C=1C=CC(=CC1)[P](C=2C=CC=CC2)(C=3C=CC=CC3)[Pd]([P](C=4C=CC=CC4)(C=5C=CC=CC5)C=6C=CC=CC6)([P](C=7C=CC=CC7)(C=8C=CC=CC8)C=9C=CC=CC9)[P](C=1C=CC=CC1)(C=1C=CC=CC1)C=1C=CC=CC1 (tetrakis(triphenylphosphine)palladium(0)). Solvent: C(C)(=O)OCC (ethyl acetate), O1CCCC1 (tetrahydrofuran), C([O-])([O-])=O.[Na+].[Na+] (sodium carbonate). Reaction conditions: temperature 70 celsius, time 4 hour. The product is C(#N)C(C)(C)C1=CC=C(C=N1)C1=CC(=C(S1)[N+](=O)[O-])C(=O)N (5-[6-(1-Cyano-1-methylethyl)pyridin-3-yl]-2-nitrothiophene-3-carboxamide). As a reaction SMILES: [CH3:1][C:2]([C:6]1[CH:11]=[CH:10][C:9](B2OC(C)(C)C(C)(C)O2)=[CH:8][N:7]=1)([CH3:5])[C:3]#[N:4].C(C(C1N=CC(B(O)O)=CC=1)(C)C)#N.FC(F)(F)C(O)=O.Br[C:43]1[S:47][C:46]([N+:48]([O-:50])=[O:49])=[C:45]([C:51]([NH2:53])=[O:52])[CH:44]=1>O1CCCC1.C(=O)([O-])[O-].[Na+].[Na+].C(OCC)(=O)C.C1C=CC([P]([Pd]([P](C2C=CC=CC=2)(C2C=CC=CC=2)C2C=CC=CC=2)([P](C2C=CC=CC=2)(C2C=CC=CC=2)C2C=CC=CC=2)[P](C2C=CC=CC=2)(C2C=CC=CC=2)C2C=CC=CC=2)(C2C=CC=CC=2)C2C=CC=CC=2)=CC=1>[C:3]([C:2]([C:6]1[N:7]=[CH:8][C:9]([C:43]2[S:47][C:46]([N+:48]([O-:50])=[O:49])=[C:45]([C:51]([NH2:53])=[O:52])[CH:44]=2)=[CH:10][CH:11]=1)([CH3:1])[CH3:5])#[N:4] |f:5.6.7,^1:74,76,95,114|. Procedure details: A mixture of 2-methyl-2-[5-(4,4,5,5-tetramethyl-1,3,2-dioxaborolan-2-yl)pyridin-2-yl]propanenitrile and [6-(1-cyano-1-methylethyl)pyridin-3-yl]boronic acid as trifluoroacetic acid salts (260 mg, approx. 0.673 mmol combined), 5-bromo-2-nitrothiophene-3-carboxamide (169 mg, 0.673 mmol) (Intermediate 10 Step 4), and tetrakis(triphenylphosphine)palladium(0) (38.9 mg, 0.034 mmol) were dissolved in fully degassed tetrahydrofuran (2.7 ml) and fully degassed 2 M aqueous sodium carbonate (0.7 ml). The re...